Task: describe an organic reaction: reactants, conditions, products, and yield. Dataset: the Open Reaction Database (ORD), a public repository of structured organic reaction records Starting materials: COc1cc(Br)c2c(c1)C1CN(C)CCC1CO2, Cl, [Na+], [OH-], O, c1ccncc1. Product: CN1CCC2COc3c(Br)cc(O)cc3C2C1. Reaction SMILES: [Br:1][c:2]1[cH:3][c:4]([O:17][CH3:18])[cH:5][c:6]2[c:7]1[O:8][CH2:9][CH:10]1[CH:11]2[CH2:12][N:13]([CH3:16])[CH2:14][CH2:15]1.[ClH:19].[Na+:27].[OH-:26].[OH2:28].[n:20]1[cH:21][cH:22][cH:23][cH:24][cH:25]1>>[Br:1][c:2]1[cH:3][c:4]([OH:17])[cH:5][c:6]2[c:7]1[O:8][CH2:9][CH:10]1[CH:11]2[CH2:12][N:13]([CH3:16])[CH2:14][CH2:15]1. The reactants are azides, ClCCCS(=O)(=O)OCC([C@H](C(=O)OCC=1C=NC=CC1)OC(C)=O)(C)C (3-Pyridylmethyl (2R)-4-[(3-chloropropyl)sulfonyloxy]-2-acetyloxy-3,3-dimethylbutanoate), [N-]=[N+]=[N-].[Na+] (sodium azide). The solvent is CS(=O)C (dimethyl sulfoxide). The product is N(=[N+]=[N-])CCCS(=O)(=O)OCC([C@H](C(=O)OCC=1C=NC=CC1)OC(C)=O)(C)C (3-Pyridylmethyl (2R)-4-[(3-azidopropyl)sulfonyloxy]-2-acetyloxy-3,3-dimethylbutanoate). Reaction SMILES: Cl[CH2:2][CH2:3][CH2:4][S:5]([O:8][CH2:9][C:10]([CH3:27])([CH3:26])[C@@H:11]([O:22][C:23](=[O:25])[CH3:24])[C:12]([O:14][CH2:15][C:16]1[CH:17]=[N:18][CH:19]=[CH:20][CH:21]=1)=[O:13])(=[O:7])=[O:6].[N-:28]=[N+:29]=[N-:30].[Na+]>CS(C)=O>[N:28]([CH2:2][CH2:3][CH2:4][S:5]([O:8][CH2:9][C:10]([CH3:27])([CH3:26])[C@@H:11]([O:22][C:23](=[O:25])[CH3:24])[C:12]([O:14][CH2:15][C:16]1[CH:17]=[N:18][CH:19]=[CH:20][CH:21]=1)=[O:13])(=[O:7])=[O:6])=[N+:29]=[N-:30] |f:1.2|. Procedure: Following the general procedure for the preparation of azides of Description 16, 3-pyridylmethyl (2R)-4-[(3-chloropropyl)sulfonyloxy]-2-acetyloxy-3,3-dimethylbutanoate (38a) (220 mg, 0.51 mmol) dissolved in 5 mL of anhydrous dimethyl sulfoxide (DMSO) was reacted with 100 mg (1.5 mmol) of sodium azide (NaN3). After work-up, the crude title compound (38b) was used in the next step without further purification. MS (ESI) m/z 428.99 (M+H)+. Starting materials: ClCCCBr, O=C([O-])[O-], COc1cc2c(Cl)ccnc2cc1O, [K+], [K+], CN(C)C=O. Yields the product COc1cc2c(Cl)ccnc2cc1OCCCCl. RXN SMILES: [Br:15][CH2:16][CH2:17][CH2:18][Cl:19].[C:20](=[O:21])([O-:22])[O-:23].[Cl:1][c:2]1[cH:3][cH:4][n:5][c:6]2[cH:7][c:8]([OH:14])[c:9]([O:12][CH3:13])[cH:10][c:11]12.[K+:24].[K+:25].[O:26]=[CH:27][N:28]([CH3:29])[CH3:30]>>[Cl:1][c:2]1[cH:3][cH:4][n:5][c:6]2[cH:7][c:8]([O:14][CH2:16][CH2:17][CH2:18][Cl:19])[c:9]([O:12][CH3:13])[cH:10][c:11]12. Reactants: ClC(Cl)(Cl)C1OC2=C(CO1)C=CC=C2 (trichloromethylbenzo[1,3]dioxin), O.NN (hydrazine hydrate), C(C)O (ethanol). Yields the product C(C)(C=1C=CC2=C(C(OC(O2)C(Cl)(Cl)Cl)C(Cl)(Cl)Cl)C1)=NN (6-acetyl-2,4-bis(trichloromethyl)benzo[1,3]dioxin hydrazone). Reaction SMILES: [Cl:1][C:2]([CH:5]1[O:10][CH2:9][C:8]2[CH:11]=[CH:12][CH:13]=[CH:14][C:7]=2[O:6]1)([Cl:4])[Cl:3].O.[NH2:16][NH2:17].[CH2:18](O)[CH3:19]>>[C:18](=[N:16][NH2:17])([C:12]1[CH:13]=[CH:14][C:7]2[O:6][CH:5]([C:2]([Cl:1])([Cl:4])[Cl:3])[O:10][CH:9]([C:2]([Cl:4])([Cl:3])[Cl:1])[C:8]=2[CH:11]=1)[CH3:19] |f:1.2|. Procedure: A mixture of 6-acetyl-2,4-bis(trichloromethylbenzo[1,3]dioxin (2.0 g.) and 100% hydrazine hydrate (0.25 g.) in absolute ethanol (25 ml.) was heated under reflux for 16 hours, and cooled to give 6-acetyl-2,4-bis(trichloromethyl)benzo[1,3]dioxin hydrazone, m.p. 159° C. Reactants: COC(=O)[C@H]1CN([C@@H]2CC=3C4=C(C2=C1)C=CC=C4NC3)C(NC3=CC=CC=C3)=O ((6aR,9R)-7-phenylcarbamoyl-4,6,6a,7,8,9-hexahydro-indolo[4,3-fg]quinoline-9-carboxylic acid methyl ester), Cl (HCl), CO (methanol), [OH-].[Li+] (lithium hydroxide). The solvent is C1CCOC1 (THF), O (water), CO.ClCCl (methanol dichloromethane). Yields the product C1(=CC=CC=C1)NC(=O)N1C[C@@H](C=C2C3=C4C(C[C@@H]12)=CNC4=CC=C3)C(=O)O ((6aR,9R)-7-Phenylcarbamoyl-4,6,6a,7,8,9-hexahydro-indolo[4,3-fg]quinoline-9-carboxylic acid). RXN SMILES: C[O:2][C:3]([C@@H:5]1[CH:14]=[C:13]2[C@@H:8]([CH2:9][C:10]3[C:11]4[C:18]([NH:19][CH:20]=3)=[CH:17][CH:16]=[CH:15][C:12]=42)[N:7]([C:21](=[O:29])[NH:22][C:23]2[CH:28]=[CH:27][CH:26]=[CH:25][CH:24]=2)[CH2:6]1)=[O:4].CO.[OH-].[Li+].Cl>O.CO.ClCCl.C1COCC1>[C:23]1([NH:22][C:21]([N:7]2[C@H:8]3[C:13]([C:12]4[CH:15]=[CH:16][CH:17]=[C:18]5[C:11]=4[C:10](=[CH:20][NH:19]5)[CH2:9]3)=[CH:14][C@@H:5]([C:3]([OH:4])=[O:2])[CH2:6]2)=[O:29])[CH:24]=[CH:25][CH:26]=[CH:27][CH:28]=1 |f:2.3,6.7|. Procedure: To a 100 ml round-bottom flask containing (6aR,9R)-7-phenylcarbamoyl-4,6,6a,7,8,9-hexahydro-indolo[4,3-fg]quinoline-9-carboxylic acid methyl ester (0.8 g, 2.06 mmol) is added methanol (12 ml), THF (24 ml) and a solution of lithium hydroxide (247 mg) in water (12 ml). The reaction mixture is stirred at room temperature for 20 minutes by which time TLC in 20% methanol/dichloromethane showed complete conversion of starting material. The colour of the crude reaction mixture has changed from light ye...